Dataset: the Open Reaction Database (ORD), a public repository of structured organic reaction records. Task: describe an organic reaction: reactants, conditions, products, and yield Starting materials: S(=O)=O (sulphur dioxide), ClC1=NC(=NC=C1)SC (4-chloro-2-methylthiopyrimidine), [Mn](=O)(=O)(=O)[O-].[K+] (potassium permanganate), C(C)(=O)O (acetic acid). The solvent is O (Water), O (water). Reaction conditions: time 8 hour. Product: ClC1=NC(=NC=C1)S(=O)(=O)C (4-chloro-2-methanesulphonylpyrimidine). RXN SMILES: [Cl:1][C:2]1[CH:7]=[CH:6][N:5]=[C:4](SC)[N:3]=1.[Mn]([O-])(=O)(=O)=O.[K+].[S:16](=[O:18])=[O:17].[C:19](O)(=O)C>O>[Cl:1][C:2]1[CH:7]=[CH:6][N:5]=[C:4]([S:16]([CH3:19])(=[O:18])=[O:17])[N:3]=1 |f:1.2|. Reported procedure: To a stirred solution of 4-chloro-2-methylthiopyrimidine (10.00 g, 62.3 mmol) in glacial acetic acid (50 ml) at 10°-15° C. was added a solution of potassium permanganate (12.50 g, 79.15 mmol) in water (100 ml). The reaction mixture was stirred overnight at room temperature, cooled to 5° C. and then treated with gaseous sulphur dioxide until the dark solution was decolourised. Water was added and the mixture extracted with chloroform. The combined organic layers were washed with saturated aqueous...